From a dataset of the Open Reaction Database (ORD), a public repository of structured organic reaction records. describe an organic reaction: reactants, conditions, products, and yield RXN SMILES: C([N:4]1[CH2:9][CH2:8][N:7]([C:10]2[CH:15]=[CH:14][C:13]([CH:16]3[CH2:21][CH2:20][S:19](=[O:23])(=[O:22])[NH:18][CH2:17]3)=[CH:12][CH:11]=2)[CH2:6][CH2:5]1)(=[O:3])C.Cl>>[OH2:3].[O:23]=[S:19]1(=[O:22])[CH2:20][CH2:21][CH:16]([C:13]2[CH:12]=[CH:11][C:10]([N:7]3[CH2:6][CH2:5][NH:4][CH2:9][CH2:8]3)=[CH:15][CH:14]=2)[CH2:17][NH:18]1.[O:23]=[S:19]1(=[O:22])[CH2:20][CH2:21][CH:16]([C:13]2[CH:12]=[CH:11][C:10]([N:7]3[CH2:6][CH2:5][NH:4][CH2:9][CH2:8]3)=[CH:15][CH:14]=2)[CH2:17][NH:18]1 |f:2.3.4|. Isolated yield 51.9%. Reported procedure: A mixture of the product of part (ii) (1.3 g, 3.8 mmole) and 5N hydrochloric acid (15 ml) was heated under reflux for 2 hous. The resulting mixture was concentrated under reduced pressure, the residue diluted with water (10 ml), neutralised with aqueous sodium bicarbonate and extracted into methylene chloride. After drying over magnesium sulphate, the organic phase was concentrated under reduced pressure to yield the title compound as a white solid, (0.6 g, 53%), m.p. 172°-173°. Reactants: C(C)(=O)N1CCN(CC1)C1=CC=C(C=C1)C1CNS(CC1)(=O)=O (4-Acetyl-1-[4-(1,1-dioxotetrahydrothiazin-4-yl)phenyl]piperazine), Cl (hydrochloric acid). Product: O.O=S1(NCC(CC1)C1=CC=C(C=C1)N1CCNCC1)=O.O=S1(NCC(CC1)C1=CC=C(C=C1)N1CCNCC1)=O (1-[4-(1,1-Dioxotetrahydrothiazin-4-yl)phenyl]piperazine hemihydrate). Reported procedure: Separately, a heteropoly acid solution of phosphomolybdic acid (PMA) is prepared by adding 47.5 parts of anhydrous sodium molybdate and 5 parts of anhydrous disodium phosphate to 2100 parts of water at 75° C., stirring to solution, and then adding 58 parts of 31.5% hydrochloric acid to a pH of about 1.8. Starting materials: [O-][Mo](=O)(=O)[O-].[Na+].[Na+] (sodium molybdate), P(=O)([O-])([O-])O.[Na+].[Na+] (disodium phosphate), Cl (hydrochloric acid). RXN SMILES: [O-:1][Mo:2]([O-:5])(=[O:4])=[O:3].[Na+].[Na+].[P:8](O)([O-:11])([O-:10])=[O:9].[Na+].[Na+].Cl>O>[OH:10][PH:8]([OH:11])=[O:9].[OH:4][Mo:2]([OH:5])(=[O:3])=[O:1] |f:0.1.2,3.4.5,8.9|. The solvent is O (water). Yields the product OP(=O)O.O[Mo](=O)(=O)O (phosphomolybdic acid). Starting materials: ClC1=C(C(=O)O)C=CC=N1 (2-chloronicotinic acid), COC=1C=C(NCC)C=CC1 (3-methoxy-N-ethylaniline), S(=O)(Cl)Cl (thionyl chloride), [S-]C#N.[NH4+] (ammonium thiocyanate). The solvent is CC(=O)C (acetone), CN(C)C=O (DMF), CC(=O)C (acetone). Product: COC=1C=C(C=CC1)N(CC)C=1SC2=C(C(N1)=O)C=CC=N2 (2-[N-(3-methoxyphenyl)-N-ethylamino]-4H-pyrido[3,2-e]-1,3-thiazin-4-one). Isolated yield 82.6%. As a reaction SMILES: Cl[C:2]1[N:10]=[CH:9][CH:8]=[CH:7][C:3]=1[C:4]([OH:6])=O.S(Cl)(Cl)=O.[S-:15][C:16]#[N:17].[NH4+].[CH3:19][O:20][C:21]1[CH:22]=[C:23]([CH:27]=[CH:28][CH:29]=1)[NH:24][CH2:25][CH3:26]>CC(C)=O.CN(C=O)C>[CH3:19][O:20][C:21]1[CH:22]=[C:23]([N:24]([C:16]2[S:15][C:2]3[N:10]=[CH:9][CH:8]=[CH:7][C:3]=3[C:4](=[O:6])[N:17]=2)[CH2:25][CH3:26])[CH:27]=[CH:28][CH:29]=1 |f:2.3|. Procedure: The reaction procedure of Example 85 was followed except that 1.891 g (12 mmol) of 2-chloronicotinic acid, 15 ml of thionyl chloride, two droplets of DMF, 960 mg of ammonium thiocyanate, 15 ml of acetone, 1.815 g of 3-methoxy-N-ethylaniline and 10 ml of acetone were used. The resulting crude product was then recrystallized from ethanol to obtain 3.107 g of 2-[N-(3-methoxyphenyl)-N-ethylamino]-4H-pyrido[3,2-e]-1,3-thiazin-4-one.